The task is: describe an organic reaction: reactants, conditions, products, and yield. This data is from the Open Reaction Database (ORD), a public repository of structured organic reaction records. Reactants: N1CCCC1 (pyrrolidine), ClC1=C(C#N)C(=CC=C1Cl)[N+](=O)[O-] (2,3-dichloro-6-nitrobenzonitrile), O (water). The solvent is CN(C=O)C (dimethylformamide). Product: ClC1=C(C#N)C(=CC=C1N1CCCC1)[N+](=O)[O-] (2-chloro-6-nitro-3-pyrrolidinobenzonitrile). The yield is 88.2%. RXN SMILES: [Cl:1][C:2]1[C:9](Cl)=[CH:8][CH:7]=[C:6]([N+:11]([O-:13])=[O:12])[C:3]=1[C:4]#[N:5].[NH:14]1[CH2:18][CH2:17][CH2:16][CH2:15]1.O>CN(C)C=O>[Cl:1][C:2]1[C:9]([N:14]2[CH2:18][CH2:17][CH2:16][CH2:15]2)=[CH:8][CH:7]=[C:6]([N+:11]([O-:13])=[O:12])[C:3]=1[C:4]#[N:5]. Procedure details: 13.0 g of 2,3-dichloro-6-nitrobenzonitrile was dissolved in 50 ml of dimethylformamide, and 11.0 g of pyrrolidine was added to the solution, followed by stirring while externally cooling because of heat generation. After continuing the stirring for 30 minutes, the reaction mixture was poured into water. The precipitate thus formed was filtered, washed with water and then with methanol to obtain 13.3 g of 2-chloro-6-nitro-3-pyrrolidinobenzonitrile (melting point: 170°-173° C.). Starting materials: CCI, CCN(C(C)C)C(C)C, O=[N+]([O-])c1ccc(Cc2ncc[nH]2)cc1, CN(C)C=O. Yields the product CCn1ccnc1Cc1ccc([N+](=O)[O-])cc1. As a reaction SMILES: [CH2:25]([I:26])[CH3:27].[CH:16]([CH3:17])([N:18]([CH2:19][CH3:20])[CH:21]([CH3:22])[CH3:23])[CH3:24].[N+:1](=[O:2])([O-:3])[c:4]1[cH:5][cH:6][c:7]([CH2:8][c:9]2[nH:10][cH:11][cH:12][n:13]2)[cH:14][cH:15]1.[O:28]=[CH:29][N:30]([CH3:31])[CH3:32]>>[N+:1](=[O:2])([O-:3])[c:4]1[cH:5][cH:6][c:7]([CH2:8][c:9]2[n:10][cH:11][cH:12][n:13]2[CH2:16][CH3:17])[cH:14][cH:15]1. Starting materials: CC=1N=C(SC1C(=O)OCC)N1C=NN(C1=O)CC1=CC=C(C=C1)C(F)(F)F (ethyl 4-methyl-2-(5-oxo-1-(4-(trifluoromethyl)benzyl)-1H-1,2,4-triazol-4(5H)-yl)thiazole-5-carboxylate), O (water), O.[OH-].[Li+] (lithium hydroxide monohydrate). The solvent is O1CCCC1 (tetrahydrofuran). The product is CC=1N=C(SC1C(=O)O)N1C=NN(C1=O)CC1=CC=C(C=C1)C(F)(F)F (4-methyl-2-(5-oxo-1-(4-(trifluoromethyl)benzyl)-1H-1,2,4-triazol-4(5H)-yl)thiazole-5-carboxylic acid). The yield is 99.0%. As a reaction SMILES: [CH3:1][C:2]1[N:3]=[C:4]([N:12]2[C:16](=[O:17])[N:15]([CH2:18][C:19]3[CH:24]=[CH:23][C:22]([C:25]([F:28])([F:27])[F:26])=[CH:21][CH:20]=3)[N:14]=[CH:13]2)[S:5][C:6]=1[C:7]([O:9]CC)=[O:8].O.O.[OH-].[Li+]>O1CCCC1>[CH3:1][C:2]1[N:3]=[C:4]([N:12]2[C:16](=[O:17])[N:15]([CH2:18][C:19]3[CH:24]=[CH:23][C:22]([C:25]([F:28])([F:26])[F:27])=[CH:21][CH:20]=3)[N:14]=[CH:13]2)[S:5][C:6]=1[C:7]([OH:9])=[O:8] |f:2.3.4|. Reported procedure: To a solution of ethyl 4-methyl-2-(5-oxo-1-(4-(trifluoromethyl)benzyl)-1H-1,2,4-triazol-4(5H)-yl)thiazole-5-carboxylate (0.16 g, 0.39 mmol) in tetrahydrofuran (8 mL), and water (2 mL) was added lithium hydroxide monohydrate (0.08 g, 1.99 mmol) at ambient temperature. The resulting reaction mixture was heated to reflux for 17 hours. The organic solvent was removed in vacuo and the residue was neutralized to pH 4˜5 with 10% hydrochloric acid. The resulting precipitate was filtered and dried to aff... Reactants: OC1=CC(=C(C=O)C(=C1)C)C (4-hydroxy-2,6-dimethyl-benzaldehyde), ClCC(=O)N1CCCC1 (2-chloro-1-pyrrolidin-1-yl-ethanone), C(=O)([O-])[O-].[Cs+].[Cs+] (Cs2CO3). The solvent is CC(=O)C (acetone). Run at time 16 hour. Yields the product CC1=C(C=O)C(=CC(=C1)OCC(N1CCCC1)=O)C (2,6-dimethyl-4-(2-oxo-2-pyrrolidin-1-yl-ethoxy)-benzaldehyde). Reaction SMILES: [OH:1][C:2]1[CH:9]=[C:8]([CH3:10])[C:5]([CH:6]=[O:7])=[C:4]([CH3:11])[CH:3]=1.Cl[CH2:13][C:14]([N:16]1[CH2:20][CH2:19][CH2:18][CH2:17]1)=[O:15].C([O-])([O-])=O.[Cs+].[Cs+]>CC(C)=O>[CH3:11][C:4]1[CH:3]=[C:2]([O:1][CH2:13][C:14](=[O:15])[N:16]2[CH2:20][CH2:19][CH2:18][CH2:17]2)[CH:9]=[C:8]([CH3:10])[C:5]=1[CH:6]=[O:7] |f:2.3.4|. Procedure: A mixture of 4-hydroxy-2,6-dimethyl-benzaldehyde (87 mg), 2-chloro-1-pyrrolidin-1-yl-ethanone (102 mg), and Cs2CO3 (375 mg, 1.15 mmol) in acetone (4 mL) was stirred at room temperature for 16 h. The mixture was concentrated, diluted with water, and extracted with EtOAc. The organic extracts were washed with brine, dried over Na2SO4, and concentrated under reduced pressure to give 2,6-dimethyl-4-(2-oxo-2-pyrrolidin-1-yl-ethoxy)-benzaldehyde: MS (m/z) 262 (M+1). Reactants: [NH4+].[Cl-] (NH4Cl), FC=1C=2C=C3N(C2C=CC1)COC1=C3N=C(C=C1)C=1C(=CC3=C(C(=C(O3)C3=CC=C(C=C3)F)C(=O)O)C1)N(S(=O)(=O)C)C (5-(11-fluoro-6H-pyrido[2′,3′:5,6][1,3]oxazino[3,4-a]indol-2-yl)-2-(4-fluorophenyl)-6-(N-methylmethylsulfonamido)benzofuran-3-carboxylic acid), C=1C=CC2=C(C1)N=NN2O (HOBT), CCN=C=NCCCN(C)C (EDCI). Run in CCN(CC)CC (Et3N), CN(C)C=O (DMF), O (H2O). Conditions: time 2 hour. The product is FC=1C=2C=C3N(C2C=CC1)COC1=C3N=C(C=C1)C=1C(=CC3=C(C(=C(O3)C3=CC=C(C=C3)F)C(=O)N)C1)N(S(=O)(=O)C)C (5-(11-fluoro-6H-pyrido[2′,3′:5,6][1,3]oxazino[3,4-a]indol-2-yl)-2-(4-fluorophenyl)-6-(N-methylmethylsulfonamido)benzofuran-3-carboxamide). Yield: 90.8%. As a reaction SMILES: [F:1][C:2]1[C:3]2[CH:4]=[C:5]3[C:14]4[N:15]=[C:16]([C:19]5[C:20]([N:38]([CH3:43])[S:39]([CH3:42])(=[O:41])=[O:40])=[CH:21][C:22]6[O:26][C:25]([C:27]7[CH:32]=[CH:31][C:30]([F:33])=[CH:29][CH:28]=7)=[C:24]([C:34]([OH:36])=O)[C:23]=6[CH:37]=5)[CH:17]=[CH:18][C:13]=4[O:12][CH2:11][N:6]3[C:7]=2[CH:8]=[CH:9][CH:10]=1.C1C=CC2N(O)N=[N:50]C=2C=1.CCN=C=NCCCN(C)C.[NH4+].[Cl-]>CN(C=O)C.O.CCN(CC)CC>[F:1][C:2]1[C:3]2[CH:4]=[C:5]3[C:14]4[N:15]=[C:16]([C:19]5[C:20]([N:38]([CH3:43])[S:39]([CH3:42])(=[O:41])=[O:40])=[CH:21][C:22]6[O:26][C:25]([C:27]7[CH:28]=[CH:29][C:30]([F:33])=[CH:31][CH:32]=7)=[C:24]([C:34]([NH2:50])=[O:36])[C:23]=6[CH:37]=5)[CH:17]=[CH:18][C:13]=4[O:12][CH2:11][N:6]3[C:7]=2[CH:8]=[CH:9][CH:10]=1 |f:3.4|. Procedure: 5-(11-fluoro-6H-pyrido[2′,3′:5,6][1,3]oxazino[3,4-a]indol-2-yl)-2-(4-fluorophenyl)-6-(N-methylmethylsulfonamido)benzofuran-3-carboxylic acid (200 mg, 0.33 mmol), HOBT (50 mg, 0.37 mmol) and EDCI (140 mg, 0.73 mmol) were dissolved in dry DMF (5 mL). The resulting solution was stirred for 2 hours. And then NH4Cl (100 mg, 1.87 mmol) and Et3N (0.5 mL) were added to the mixture. The mixture was stirred at room temperature overnight. Then H2O was added, and extracted with EtOAc. The combined organic p... The reactants are CC(C)(C)OC(=O)N1CCC(Br)(C(Br)c2cccc(Oc3ccc(C(F)(F)F)cn3)c2)CC1, CO, [Na+], [OH-]. Yields the product CC(C)(C)OC(=O)N1CCC(=C(Br)c2cccc(Oc3ccc(C(F)(F)F)cn3)c2)CC1. Reaction SMILES: [Br:1][C:2]1([CH:15]([c:16]2[cH:17][c:18]([O:22][c:23]3[n:24][cH:25][c:26]([C:29]([F:30])([F:31])[F:32])[cH:27][cH:28]3)[cH:19][cH:20][cH:21]2)[Br:33])[CH2:3][CH2:4][N:5]([C:8](=[O:9])[O:10][C:11]([CH3:12])([CH3:13])[CH3:14])[CH2:6][CH2:7]1.[CH3:36][OH:37].[Na+:35].[OH-:34]>>[C:2]1(=[C:15]([c:16]2[cH:17][c:18]([O:22][c:23]3[n:24][cH:25][c:26]([C:29]([F:30])([F:31])[F:32])[cH:27][cH:28]3)[cH:19][cH:20][cH:21]2)[Br:33])[CH2:3][CH2:4][N:5]([C:8](=[O:9])[O:10][C:11]([CH3:12])([CH3:13])[CH3:14])[CH2:6][CH2:7]1.